Dataset: the Open Reaction Database (ORD), a public repository of structured organic reaction records. Task: describe an organic reaction: reactants, conditions, products, and yield The reactants are BrC1=CC(=CC=2NCCOC21)Cl (8-Bromo-6-chloro-2,3-dihydro-benzo[1,4]oxazine), NC1=C(C(=CC(=C1)Cl)Br)O (2-amino-6-bromo-4-chloro-phenol), ClCC(=O)Cl (chloroacetyl chloride). The product is BrC1=CC(=CC=2NC(COC21)=O)Cl (8-bromo-6-chloro-4H-benzo[1,4]oxazin-3-one). As a reaction SMILES: [Br:1][C:2]1[C:11]2[O:10][CH2:9][CH2:8][NH:7][C:6]=2[CH:5]=[C:4]([Cl:12])[CH:3]=1.NC1C=C(Cl)C=C(Br)C=1[OH:22].ClCC(Cl)=O>>[Br:1][C:2]1[C:11]2[O:10][CH2:9][C:8](=[O:22])[NH:7][C:6]=2[CH:5]=[C:4]([Cl:12])[CH:3]=1. Procedure: 8-Bromo-6-chloro-2,3-dihydro-benzo[1,4]oxazine used in this Example was prepared by first reacting 2-amino-6-bromo-4-chloro-phenol with chloroacetyl chloride to provide 8-bromo-6-chloro-4H-benzo[1,4]oxazin-3-one using the procedure reported by Combs et al.; J. Med. Chem.; 33; 380-386 1990. This benzoxazinone was then reduced to 8-bromo-6-chloro-2,3-dihydro-benzo[1,4]oxazine using borane in THF according to the procedure described in Tetrahedron; 53(26); 8853-8870 1997.